From a dataset of the Open Reaction Database (ORD), a public repository of structured organic reaction records. describe an organic reaction: reactants, conditions, products, and yield Reactants: COC=1N=C2C(=NC1C)OCCC2 (2-methoxy-3-methyl-7,8-dihydro-6H-pyrano[2,3-b]pyrazine), I[Si](C)(C)C (iodotrimethylsilane). The solvent is S1(=O)(=O)CCCC1 (sulfolane), C(C)(=O)OCC (ethyl acetate). Conditions: temperature 42.5 celsius, time 2 day. The product is CC1=C(N=C2C(=N1)OCCC2)O (3-methyl-7,8-dihydro-6H-pyrano[2,3-b]pyrazin-2-ol). RXN SMILES: C[O:2][C:3]1[N:4]=[C:5]2[CH2:13][CH2:12][CH2:11][O:10][C:6]2=[N:7][C:8]=1[CH3:9].I[Si](C)(C)C>S1(CCCC1)(=O)=O.C(OCC)(=O)C>[CH3:9][C:8]1[N:7]=[C:6]2[O:10][CH2:11][CH2:12][CH2:13][C:5]2=[N:4][C:3]=1[OH:2]. Procedure: To a suspension of 2-methoxy-3-methyl-7,8-dihydro-6H-pyrano[2,3-b]pyrazine (1.95 g, 10.8 mmol) in sulfolane (25 mL) was added iodotrimethylsilane (15.0 g, 75.0 mmol) at 30° C. The reaction mixture was heated at 40-45° C. for 8 h, and then cooled to ambient temperature and stirred for 2 days. And the reaction mixture was diluted with ethyl acetate and washed with 2% aqueous sodium sulfite. The aqueous layer was extracted with ethyl acetate and chloroform. The organic layer was combined, dried ove...